From a dataset of the Open Reaction Database (ORD), a public repository of structured organic reaction records. describe an organic reaction: reactants, conditions, products, and yield Starting materials: F[C@@H]1[C@@H]2C=3C=CC(=CC3CC([C@H]2[C@@H]2CC[C@@H]([C@@]2(C)C1)O)CCCCCNC)O (11β-fluoro-7x-[5-(methylamino)-pentyl]oestra-1,3,5(10)-triene-3,17β-diol), S(=O)(=O)(OCCCCCCCC(C(F)(F)F)(F)F)C1=CC=C(C)C=C1 (8,8,9,9,9-penta-fluorononyl tosylate), O (water). The solvent is CN(C=O)C (dimethylformamide). Yields the product F[C@@H]1[C@@H]2C=3C=CC(=CC3C[C@H]([C@H]2[C@@H]2CC[C@@H]([C@@]2(C)C1)O)CCCCCN(CCCCCCCC(C(F)(F)F)(F)F)C)O (11β-Fluoro-7α-{5-[methyl(8,8,9,9,9-penta-fluorononyl)amino]pentyl}oestra-1,3,5(10)-triene-3,17β-diol). RXN SMILES: [F:1][C@H:2]1[CH2:19][C@@:17]2([CH3:18])[C@@H:13]([CH2:14][CH2:15][C@@H:16]2O)[C@H:12]2[C@H:3]1[C:4]1[CH:5]=[CH:6][C:7]([OH:28])=[CH:8][C:9]=1[CH2:10][CH:11]2[CH2:21][CH2:22][CH2:23][CH2:24][CH2:25][NH:26][CH3:27].S(C1C=CC(C)=CC=1)(O[CH2:33][CH2:34][CH2:35][CH2:36][CH2:37][CH2:38][CH2:39][C:40]([F:46])([F:45])[C:41]([F:44])([F:43])[F:42])(=O)=O.[OH2:54]>CN(C)C=O>[F:1][C@H:2]1[CH2:19][C@@:17]2([CH3:18])[C@@H:13]([CH2:14][CH2:15][C@@H:16]2[OH:54])[C@H:12]2[C@H:3]1[C:4]1[CH:5]=[CH:6][C:7]([OH:28])=[CH:8][C:9]=1[CH2:10][C@H:11]2[CH2:21][CH2:22][CH2:23][CH2:24][CH2:25][N:26]([CH3:27])[CH2:33][CH2:34][CH2:35][CH2:36][CH2:37][CH2:38][CH2:39][C:40]([F:45])([F:46])[C:41]([F:42])([F:43])[F:44]. Procedure: A solution of 1.77 g of 11β-fluoro-7x-[5-(methylamino)-pentyl]oestra-1,3,5(10)-triene-3,17β-diol in 18 ml of dimethylformamide is stirred at a bath temperature of 80° C. for 1 hour with 1.4 g of 8,8,9,9,9-penta-fluorononyl tosylate. The mixture is then added to water, extracted 3 times with ethyl acetate, washed with water and sodium chloride solution, dried over sodium sulphate, concentrated in vacuo and the residue is chromatographed on silica gel using dichloromethane/methanol. 11β-Fluoro-7α-...